This data is from the Open Reaction Database (ORD), a public repository of structured organic reaction records. The task is: describe an organic reaction: reactants, conditions, products, and yield The product is CSc1cc2ncnc(Oc3ccc(N)cc3F)c2s1. As a reaction SMILES: [C:23]([OH:24])(=[O:25])[CH3:26].[F:1][c:2]1[c:3]([O:4][c:5]2[c:6]3[c:7]([n:8][cH:9][n:10]2)[cH:11][c:12]([S:14][CH3:15])[s:13]3)[cH:16][cH:17][c:18]([N+:20]([O-:21])=[O:22])[cH:19]1.[Fe:27]>>[F:1][c:2]1[c:3]([O:4][c:5]2[c:6]3[c:7]([n:8][cH:9][n:10]2)[cH:11][c:12]([S:14][CH3:15])[s:13]3)[cH:16][cH:17][c:18]([NH2:20])[cH:19]1. Reactants: CC(=O)O, CSc1cc2ncnc(Oc3ccc([N+](=O)[O-])cc3F)c2s1, [Fe]. Reactants: ClC=1C(=NC=NC1Cl)N (5,6-dichloropyrimidin-4-amine), NCC1CCN(CC1)C(=O)OC(C)(C)C (tert-butyl 4-(aminomethyl)piperidine-1-carboxylate), O(C1=CC=CC=C1)C1=CC=C(C=C1)B(O)O ((4-phenoxyphenyl)boronic acid), C(C#CC)(=O)O (but-2-ynoic acid). Reagents/catalysts: [Pd].CC(=O)[O-].CC(=O)[O-].[Pb+2] (Lindlar's catalyst). Product: NC1=C(C(=NC=N1)NCC1CCN(CC1)C(\C=C/C)=O)C1=CC=C(C=C1)OC1=CC=CC=C1 ((Z)-1-(4-(((6-amino-5-(4-phenoxyphenyl)pyrimidin-4-yl)amino)methyl)piperidin-1-yl)but-2-en-1-one). Reaction SMILES: Cl[C:2]1[C:3]([NH2:9])=[N:4][CH:5]=[N:6][C:7]=1Cl.[NH2:10][CH2:11][CH:12]1[CH2:17][CH2:16][N:15]([C:18]([O:20]C(C)(C)C)=O)[CH2:14][CH2:13]1.[O:25]([C:32]1[CH:37]=[CH:36][C:35](B(O)O)=[CH:34][CH:33]=1)[C:26]1[CH:31]=[CH:30][CH:29]=[CH:28][CH:27]=1.[C:41](O)(=O)[C:42]#[C:43]C>[Pd].CC([O-])=O.CC([O-])=O.[Pb+2]>[NH2:9][C:3]1[N:4]=[CH:5][N:6]=[C:7]([NH:10][CH2:11][CH:12]2[CH2:13][CH2:14][N:15]([C:18](=[O:20])/[CH:41]=[CH:42]\[CH3:43])[CH2:16][CH2:17]2)[C:2]=1[C:29]1[CH:30]=[CH:31][C:26]([O:25][C:32]2[CH:37]=[CH:36][CH:35]=[CH:34][CH:33]=2)=[CH:27][CH:28]=1 |f:4.5.6.7|. Procedure details: (Z)-1-(4-(((6-amino-5-(4-phenoxyphenyl)pyrimidin-4-yl)amino)methyl)piperidin-1-yl)but-2-en-1-one was prepared from 5,6-dichloropyrimidin-4-amine, tert-butyl 4-(aminomethyl)piperidine-1-carboxylate, (4-phenoxyphenyl)boronic acid, and but-2-ynoic acid using methods B, C, D, E, and hydrogenation using Lindlar's catalyst. HPLC purity: 81%. MS: m/z=444 [M+H]+. 1H-NMR (DMSO-d6) □δ 8.35 (s, 1H), 7.45 (t, 2H), 7.28-6.95 (m, 10H), 6.06 (d, 1H), 5.94-5.86 (m, 1H), 4.35 (d, 1H), 3.83 (d, 1H), 3.24 (m, 2H),... Starting materials: C(C1=CC=CC=C1)OC1=C(N=C2N(C1=O)CCN2CCO)C(=O)OCC (ethyl 6-(benzyloxy)-1-(2-hydroxyethyl)-5-oxo-1,2,3,5-tetrahydroimidazo[1,2-a]pyrimidine-7-carboxylate), [H][H] (hydrogen). Reagents/catalysts: [Pd] (palladium on activated carbon). Solvent: C(C)(=O)OCC (ethyl acetate), C(C)O (ethanol). Yields the product OC1=C(N=C2N(C1=O)CCN2CCO)C(=O)OCC (Ethyl 6-hydroxy-1-(2-hydroxyethyl)-5-oxo-1,2,3,5-tetrahydroimidazo[1,2-a]pyrimidine-7-carboxylate). Isolated yield 100.2%. As a reaction SMILES: C([O:8][C:9]1[C:14](=[O:15])[N:13]2[CH2:16][CH2:17][N:18]([CH2:19][CH2:20][OH:21])[C:12]2=[N:11][C:10]=1[C:22]([O:24][CH2:25][CH3:26])=[O:23])C1C=CC=CC=1.[H][H]>C(OCC)(=O)C.C(O)C.[Pd]>[OH:8][C:9]1[C:14](=[O:15])[N:13]2[CH2:16][CH2:17][N:18]([CH2:19][CH2:20][OH:21])[C:12]2=[N:11][C:10]=1[C:22]([O:24][CH2:25][CH3:26])=[O:23]. Reported procedure: A solution of ethyl 6-(benzyloxy)-1-(2-hydroxyethyl)-5-oxo-1,2,3,5-tetrahydroimidazo[1,2-a]pyrimidine-7-carboxylate (1.40 g, 3.89 mmol) in a mixture of ethyl acetate (300 ml) and ethanol (75 ml) at 25° C. was hydrogenated over 10% palladium on activated carbon (200 mg) and under one atmosphere of hydrogen for four hours to give 1.05 g (100% yield) of the title compound as light yellow needles; mp 155-156° C. (ethyl acetate). 1HNMR 400 MHz (CDCl3) δ (ppm): 1.44 (3H, t, J=7.1 Hz, CH3), 3.46 (2H, m... The reactants are CCOC(=O)C(Cc1ccc(OCc2ccccc2)cc1)Nc1ccccc1, CCO, [H][H], C1CCOC1. Product: CCOC(=O)C(Cc1ccc(O)cc1)Nc1ccccc1. As a reaction SMILES: [CH2:1]([c:2]1[cH:3][cH:4][cH:5][cH:6][cH:7]1)[O:8][c:9]1[cH:10][cH:11][c:12]([CH2:15][CH:16]([C:17](=[O:18])[O:19][CH2:20][CH3:21])[NH:22][c:23]2[cH:24][cH:25][cH:26][cH:27][cH:28]2)[cH:13][cH:14]1.[CH3:31][CH2:32][OH:33].[H:29][H:30].[O:34]1[CH2:35][CH2:36][CH2:37][CH2:38]1>>[OH:8][c:9]1[cH:10][cH:11][c:12]([CH2:15][CH:16]([C:17](=[O:18])[O:19][CH2:20][CH3:21])[NH:22][c:23]2[cH:24][cH:25][cH:26][cH:27][cH:28]2)[cH:13][cH:14]1. Starting materials: ClC1=C(C=C(C(=O)O)C=C1)I (4-chloro-3-iodobenzoic acid), S(O)(O)(=O)=O (sulfuric acid), CO (methanol). The product is ClC1=C(C=C(C(=O)OC)C=C1)I (Methyl 4-chloro-3-iodobenzoate). As a reaction SMILES: [Cl:1][C:2]1[CH:10]=[CH:9][C:5]([C:6]([OH:8])=[O:7])=[CH:4][C:3]=1[I:11].S(=O)(=O)(O)O.[CH3:17]O>>[Cl:1][C:2]1[CH:10]=[CH:9][C:5]([C:6]([O:8][CH3:17])=[O:7])=[CH:4][C:3]=1[I:11]. Procedure details: A solution of 4-chloro-3-iodobenzoic acid (500 mg, 1.77 mmol, 1.00 equiv), methanol (20 mL), and concentrated sulfuric acid (0.35 g, 2.00 equiv) was heated to reflux overnight in an oil bath. The resulting mixture was concentrated in vacuo and diluted with 50 mL of ethyl acetate. The organic layer was washed with 3×20 mL of water and 3×20 mL of saturated aqueous sodium carbonate. The mixture was dried over anhydrous sodium sulfate and concentrated in vacuo, resulting in 0.52 g (99%) of methyl 4-...